From a dataset of the Open Reaction Database (ORD), a public repository of structured organic reaction records. describe an organic reaction: reactants, conditions, products, and yield Reactants: [Li]CCCC, CCCC[Sn](Cl)(CCCC)CCCC, C1CCOC1, C1CCCCC1, CCOCC, O=S(=O)(c1ccccc1)n1ccc2c(Br)cncc21. Reaction SMILES: [CH2:25]([Li:26])[CH2:27][CH2:28][CH3:29].[CH2:30]([CH2:31][CH2:32][CH3:33])[Sn:34]([CH2:35][CH2:36][CH2:37][CH3:38])([CH2:39][CH2:40][CH2:41][CH3:42])[Cl:43].[CH2:44]1[O:45][CH2:46][CH2:47][CH2:48]1.[CH2:49]1[CH2:50][CH2:51][CH2:52][CH2:53][CH2:54]1.[CH3:20][CH2:21][O:22][CH2:23][CH3:24].[c:1]1([S:7](=[O:8])(=[O:9])[n:10]2[cH:11][cH:12][c:13]3[c:14]2[cH:15][n:16][cH:17][c:18]3[Br:19])[cH:2][cH:3][cH:4][cH:5][cH:6]1>>[c:1]1([S:7](=[O:8])(=[O:9])[n:10]2[cH:11][cH:12][c:13]3[c:14]2[cH:15][n:16][cH:17][c:18]3[Sn:34]([CH2:30][CH2:31][CH2:32][CH3:33])([CH2:35][CH2:36][CH2:37][CH3:38])[CH2:39][CH2:40][CH2:41][CH3:42])[cH:2][cH:3][cH:4][cH:5][cH:6]1. Product: CCCC[Sn](CCCC)(CCCC)c1cncc2c1ccn2S(=O)(=O)c1ccccc1. Reaction SMILES: [C:1]([O:5][C:6]([N:8]1[CH2:12][C@@H:11]([O:13][CH3:14])[C@H:10]([C:15]#[N:16])[CH2:9]1)=[O:7])([CH3:4])([CH3:3])[CH3:2].CC[OH:19]>C(Cl)(Cl)Cl.CC(O)=O.O=[Pt]=O>[C:11]([OH:13])(=[O:19])[CH3:12].[C:1]([O:5][C:6]([N:8]1[CH2:12][C@@H:11]([O:13][CH3:14])[C@H:10]([CH2:15][NH2:16])[CH2:9]1)=[O:7])([CH3:4])([CH3:3])[CH3:2] |f:5.6|. The reagents and catalysts are O=[Pt]=O (PtO2). Solvent: C(Cl)(Cl)Cl (chloroform), CC(=O)O (AcOH). Run at time 16 hour. Product: C(C)(=O)O.C(C)(C)(C)OC(=O)N1C[C@H]([C@@H](C1)OC)CN ((3R,4S)-3-aminomethyl-4-methoxy-pyrrolidine-1-carboxylic acid tert-butyl ester acetate). Starting materials: C(C)(C)(C)OC(=O)N1C[C@H]([C@@H](C1)OC)C#N ((3S,4S)-3-cyano-4-methoxy-pyrrolidine-1-carboxylic acid tert-butyl ester), CCO (EtOH). Reported procedure: 80.3 A suspension of (3S,4S)-3-cyano-4-methoxy-pyrrolidine-1-carboxylic acid tert-butyl ester (150 mg) in 15 ml of EtOH, 0.3 ml of chloroform, 0.38 ml of AcOH and 8 mg of PtO2 was hydrogenated at 22° C. and atmospheric pressure for 16 h. The suspension was filtered and the filtrate evaporated to give 188 mg of (3R,4S)-3-aminomethyl-4-methoxy-pyrrolidine-1-carboxylic acid tert-butyl ester acetate. Colorless semisolid. MS 231.3 ([M+H]+) Isolated yield 91.1%. Product: S1N=C(C2=C1C=CC=C2)N2CCNCC2 (1-(1,2-Benzisothiazol-3-yl)piperazine). Run at time 24 hour. Procedure details: A 4 L suction flask was charged with anhydrous piperazine (1582 g, 18.36 moles) followed by molten 3-chloro-1,2-benzisothiazole (Example 8, 622 g, 3.672 moles). The flask was stoppered with a wired-on rubber stopper and a short length of pressure tubing was wired-on to the side tube. The flask was evacuated (house vacuum) and the pressure tubing on the side arm clamped shut. The apparatus was then oven heated at 125° with occasional swirling as melting proceeded. After 24 hours at this temperatu... As a reaction SMILES: [NH:1]1[CH2:6][CH2:5][NH:4][CH2:3][CH2:2]1.Cl[C:8]1[C:12]2[CH:13]=[CH:14][CH:15]=[CH:16][C:11]=2[S:10][N:9]=1.[OH-].[Na+]>>[S:10]1[C:11]2[CH:16]=[CH:15][CH:14]=[CH:13][C:12]=2[C:8]([N:1]2[CH2:6][CH2:5][NH:4][CH2:3][CH2:2]2)=[N:9]1 |f:2.3|. The reactants are N1CCNCC1 (piperazine), ClC1=NSC2=C1C=CC=C2 (3-chloro-1,2-benzisothiazole), [OH-].[Na+] (NaOH). Reactants: ice, N(=O)[O-].[Na+] (sodium nitrite), NC=1SC2=C(N1)C=CC=C2 (2-aminobenzothiazole), S(O)(O)(=O)=O (sulfuric acid), CN(C1=CC=CC=C1)C (N,N-dimethylaniline), [OH-].[Na+] (sodium hydroxide), C(C)(=O)[O-].[Na+] (sodium acetate). Solvent: O (water), O (water). Reaction conditions: temperature 0 celsius, time 15 minute. Product: CN(C1=CC=C(C=C1)N=NC=1SC2=C(N1)C=CC=C2)C ([4-(Dimethylamino)phenylazo]benzothiazole). Reaction SMILES: [N:1]([O-])=O.[Na+].[NH2:5][C:6]1[S:7][C:8]2[CH:14]=[CH:13][CH:12]=[CH:11][C:9]=2[N:10]=1.S(=O)(=O)(O)O.[CH3:20][N:21]([CH3:28])[C:22]1[CH:27]=[CH:26][CH:25]=[CH:24][CH:23]=1.C([O-])(=O)C.[Na+].[OH-].[Na+]>O>[CH3:20][N:21]([CH3:28])[C:22]1[CH:27]=[CH:26][C:25]([N:1]=[N:5][C:6]2[S:7][C:8]3[CH:14]=[CH:13][CH:12]=[CH:11][C:9]=3[N:10]=2)=[CH:24][CH:23]=1 |f:0.1,5.6,7.8|. Procedure: An ice-cold solution of sodium nitrite (1.65 g, 23.9 mmol) in water (15 mL) was added slowly (via syringe) to a stirring mixture at 0° C. of 2-aminobenzothiazole (3.78 g, 25.2 mmol) in water (50 mL) and concentrated sulfuric acid (7.0 mL, 126.7 mmol). During addition, the temperature was kept below 5° C. The resultant orange mixture was stirred at 0° C. for 15 minutes, then N,N-dimethylaniline was added dropwise causing the mixture to turn dark brown-black. The mixture was stirred at 0° C. for 1... The reactants are CC1=CC(=CC(C1O)(C)C)C(=CC1=CC(=C(C=C1)O)C)C (3,3',5,5-Tetramethyl-4,4'-dihydroxy-alphamethylstilbene), [OH-].[Na+] (sodium hydroxide), C(C)(C)O (isopropanol), C(Cl)C1CO1 (epichlorohydrin), [OH-].[Na+] (sodium hydroxide), [OH-].[Na+] (sodium hydroxide), [OH-].[Na+] (sodium hydroxide), C(Cl)C1CO1 (epichlorohydrin), C(Cl)C1CO1 (epichlorohydrin), [OH-].[Na+] (sodium hydroxide). Run in O (water), O (water), O (water). Run at temperature 55 celsius. Yields the product CC=1C=C(C=C(C1O)C)C(=CC1=CC(=C(C(=C1)C)O)C)C (3,3',5,5'-Tetramethyl-4,4'-dihydroxy-alpha-methylstilbene). Reaction SMILES: [CH3:1][C:2]1[CH:7]([OH:8])[C:6]([CH3:10])(C)[CH:5]=[C:4]([C:11]([CH3:21])=[CH:12][C:13]2[CH:18]=[CH:17][C:16]([OH:19])=[C:15]([CH3:20])[CH:14]=2)[CH:3]=1.[CH2:22](C1OC1)Cl.C(O)(C)C.[OH-].[Na+]>O>[CH3:10][C:6]1[CH:5]=[C:4]([C:11]([CH3:21])=[CH:12][C:13]2[CH:14]=[C:15]([CH3:20])[C:16]([OH:19])=[C:17]([CH3:22])[CH:18]=2)[CH:3]=[C:2]([CH3:1])[C:7]=1[OH:8] |f:3.4|. Reported procedure: 3,3',5,5-Tetramethyl-4,4'-dihydroxy-alphamethylstilbene (211.78 grams, 1.50 hydroxyl equivalent) from A. above, epichlorohydrin (693.98 grams, 7.50 moles), deionized water (60.35 grams, 8.0 percent by weight of the epichlorohydrin used) and isopropanol (373.68 grams, 35 percent by weight of the epichlorohydrin used) are added to a two liter glass resin kettle reactor equipped with a chilled water condenser, mechanical stirrer, nitrogen purge (1 liter per minute), thermometer and thermostatically...